Task: describe an organic reaction: reactants, conditions, products, and yield. Dataset: the Open Reaction Database (ORD), a public repository of structured organic reaction records Reactants: CO (methanol), O1CCCC1 (tetrahydrofuran), FC(=C(CCCC(=O)OC)C)F (methyl 6,6-difluoro-5-methyl-5-hexenoate), [BH4-].[Na+] (sodium borohydride). The solvent is O (water). Yields the product FC(=C(CCCCO)C)F (6,6-difluoro-5-methyl-5-hexenol). Yield: 81.0%. Reaction SMILES: O1CCCC1.[F:6][C:7]([F:17])=[C:8]([CH3:16])[CH2:9][CH2:10][CH2:11][C:12](OC)=[O:13].[BH4-].[Na+].CO>O>[F:6][C:7]([F:17])=[C:8]([CH3:16])[CH2:9][CH2:10][CH2:11][CH2:12][OH:13] |f:2.3|. Reported procedure: To 110 ml of tetrahydrofuran, 53 g (0.30 mol) of methyl 6,6-difluoro-5-methyl-5-hexenoate was dissolved, followed by adding 23 g (0.61 mmol) of sodium borohydride, heating the mixture under refluxing and slowly drop-wisely adding 50 ml of methanol. After the end of the drop-wise addition, the reaction liquid was stirred under refluxing for 1 hour, followed by cooling to room temperature, adding water and extracting with diethyl ether. The organic layer was washed with water, dilute hydrochloric ... The reactants are O=C(Cl)c1ccccc1, c1ccncc1, Oc1cccc2sccc12. Yields the product O=C(Oc1cccc2sccc12)c1ccccc1. As a reaction SMILES: [C:11]([c:12]1[cH:13][cH:14][cH:15][cH:16][cH:17]1)(=[O:18])[Cl:19].[cH:20]1[cH:21][cH:22][n:23][cH:24][cH:25]1.[s:1]1[c:2]2[c:3]([cH:4][cH:5]1)[c:6]([OH:10])[cH:7][cH:8][cH:9]2>>[s:1]1[c:2]2[c:3]([cH:4][cH:5]1)[c:6]([O:10][C:11]([c:12]1[cH:13][cH:14][cH:15][cH:16][cH:17]1)=[O:18])[cH:7][cH:8][cH:9]2.